describe an organic reaction: reactants, conditions, products, and yield From a dataset of the Open Reaction Database (ORD), a public repository of structured organic reaction records. Reactants: CC1(C)Cc2cccc(NC3=Nc4ccc(N)cc4CO3)c2O1, CC(C)N=C=O. Yields the product CC(C)NC(=O)Nc1ccc2c(c1)COC(Nc1cccc3c1OC(C)(C)C3)=N2. Reaction SMILES: [CH3:1][C:2]1([CH3:23])[O:3][c:4]2[c:5]([cH:7][cH:8][cH:9][c:10]2[NH:11][C:12]2=[N:17][c:16]3[c:15]([cH:21][c:20]([NH2:22])[cH:19][cH:18]3)[CH2:14][O:13]2)[CH2:6]1.[CH:24]([CH3:25])([CH3:26])[N:27]=[C:28]=[O:29]>>[CH3:1][C:2]1([CH3:23])[O:3][c:4]2[c:5]([cH:7][cH:8][cH:9][c:10]2[NH:11][C:12]2=[N:17][c:16]3[c:15]([cH:21][c:20]([NH:22][C:28]([NH:27][CH:24]([CH3:25])[CH3:26])=[O:29])[cH:19][cH:18]3)[CH2:14][O:13]2)[CH2:6]1. The reactants are COCOC=1C=C(C=C(C1)OCOC)CC(=O)OC (methyl 3,5-bis(methoxymethoxy)phenylacetate), [H-].[Al+3].[Li+].[H-].[H-].[H-] (lithium aluminum hydride), O.O.O.O.O.O.O.O.O.O.S(=O)(=O)([O-])[O-].[Na+].[Na+] (sodium sulfate decahydrate). The solvent is O1CCCC1 (tetrahydrofuran), O1CCCC1 (tetrahydrofuran). Reaction conditions: temperature 4 celsius, time 30 minute. Yields the product COCOC=1C=C(C=C(C1)OCOC)CCO (2-[3,5-bis(methoxymethoxy)phenyl]ethanol). Isolated yield 94.9%. As a reaction SMILES: [H-].[Al+3].[Li+].[H-].[H-].[H-].[CH3:7][O:8][CH2:9][O:10][C:11]1[CH:12]=[C:13]([CH2:21][C:22](OC)=[O:23])[CH:14]=[C:15]([O:17][CH2:18][O:19][CH3:20])[CH:16]=1.O.O.O.O.O.O.O.O.O.O.S([O-])([O-])(=O)=O.[Na+].[Na+]>O1CCCC1>[CH3:7][O:8][CH2:9][O:10][C:11]1[CH:12]=[C:13]([CH2:21][CH2:22][OH:23])[CH:14]=[C:15]([O:17][CH2:18][O:19][CH3:20])[CH:16]=1 |f:0.1.2.3.4.5,7.8.9.10.11.12.13.14.15.16.17.18.19|. Reported procedure: A solution of lithium aluminum hydride (1.0 g, 26 mmol) in tetrahydrofuran (50 mL) was cooled to 4° C., and a solution of methyl 3,5-bis(methoxymethoxy)phenylacetate (5.3 g, 20 mmol) obtained in Example 1, Step 1 in tetrahydrofuran (50 mL) was added dropwise thereto, followed by stirring at 4° C. for 30 minutes. To the reaction mixture was added anhydrous sodium sulfate decahydrate to stop the reaction, and the mixture was stirred at room temperature for 12 hours. The resulting suspension was fi... Reactants: C(C1=CC=CC=C1)N1N=CC=2C(=CC=CC12)N (1-Benzyl-1H-indazol-4-amine), COCCOC1=CC=2N(C=C1)C(=CN2)C(=O)O (7-(2-methoxyethoxy)imidazo[1,2-a]pyridine-3-carboxylic acid), C(C(=O)Cl)(=O)Cl (oxalyl chloride), C(C)(C)N(CC)C(C)C (diisopropylethylamine). The solvent is C(Cl)Cl (methylene chloride), CN(C)C=O (DMF), C(Cl)Cl (methylene chloride). Product: C(C1=CC=CC=C1)N1N=CC2=C(C=CC=C12)NC(=O)C1=CN=C2N1C=CC(=C2)OCCOC (N-(1-benzyl-1H-indazol-4-yl)-7-(2-methoxyethoxy)imidazo[1,2-a]pyridine-3-carboxamide). The yield is 72.3%. RXN SMILES: [CH3:1][O:2][CH2:3][CH2:4][O:5][C:6]1[CH:11]=[CH:10][N:9]2[C:12]([C:15]([OH:17])=O)=[CH:13][N:14]=[C:8]2[CH:7]=1.C(Cl)(=O)C(Cl)=O.[CH2:24]([N:31]1[C:39]2[CH:38]=[CH:37][CH:36]=[C:35]([NH2:40])[C:34]=2[CH:33]=[N:32]1)[C:25]1[CH:30]=[CH:29][CH:28]=[CH:27][CH:26]=1.C(N(C(C)C)CC)(C)C>C(Cl)Cl.CN(C=O)C>[CH2:24]([N:31]1[C:39]2[C:34](=[C:35]([NH:40][C:15]([C:12]3[N:9]4[CH:10]=[CH:11][C:6]([O:5][CH2:4][CH2:3][O:2][CH3:1])=[CH:7][C:8]4=[N:14][CH:13]=3)=[O:17])[CH:36]=[CH:37][CH:38]=2)[CH:33]=[N:32]1)[C:25]1[CH:26]=[CH:27][CH:28]=[CH:29][CH:30]=1. Reported procedure: To a suspension of 7-(2-methoxyethoxy)imidazo[1,2-a]pyridine-3-carboxylic acid (50 mg; 0.21 mmol) in methylene chloride (2 mL) was added a catalytic (0.005 mL) amount of DMF followed by oxalyl chloride (0.23 mmol; 2M solution in methylene chloride). The mixture was stirred in a sealed vial until effervescence ceased (approximately 30 minutes), with occasional venting to release gas. 1-Benzyl-1H-indazol-4-amine (Example 155, Steps A-B; 47 mg; 0.21 mmol) was added as a solution in methylene chlori... Reactants: C1(CC1)B(O)O (cyclopropylboronic acid), BrC1=NN(C2=CC=CC(=C12)[N+](=O)[O-])CC1=NN(C=C1)CC (3-bromo-1-((1-ethyl-1H-pyrazol-3-yl)methyl)-4-nitro-1H-indazole), O1CCOCC1.O (1,4-dioxane H2O). Reported procedure: A 100 mL flask was charged with 1,4-dioxane/H2O (50 mL/10 mL). The flask was cooled to 0° C. under vacuum for 20 minutes. A 250 mL round bottom flask was charged with cyclopropylboronic acid (5.22 g, 60.8 mmol), 3-bromo-1-((1-ethyl-1H-pyrazol-3-yl)methyl)-4-nitro-1H-indazole (8.51 g, 24.3 mmol), palladium diacetate (0.218 g, 0.972 mmol) and sodium 2′-(dicyclohexylphosphino)-2,6-dimethoxybiphenyl-3-sulfonate (0.997 g, 1.94 mmol). The flask was evacuated and back filled with N2 (repeated 3 times).... Run at temperature 0 celsius. The reagents and catalysts are C(C)(=O)[O-].C(C)(=O)[O-].[Pd+2] (palladium diacetate), C1(CCCCC1)P(C1=C(C=CC=C1)C1=C(C(=CC=C1OC)S(=O)(=O)[O-])OC)C1CCCCC1.[Na+] (sodium 2′-(dicyclohexylphosphino)-2,6-dimethoxybiphenyl-3-sulfonate). Solvent: C(Cl)Cl (DCM). The yield is 99.8%. Yields the product C1(CC1)C1=NN(C2=CC=CC(=C12)[N+](=O)[O-])CC1=NN(C=C1)CC (3-cyclopropyl-1-((1-ethyl-1H-pyrazol-3-yl)methyl)-4-nitro-1H-indazole). Reaction SMILES: O1CCOCC1.O.[CH:8]1(B(O)O)[CH2:10][CH2:9]1.Br[C:15]1[C:23]2[C:18](=[CH:19][CH:20]=[CH:21][C:22]=2[N+:24]([O-:26])=[O:25])[N:17]([CH2:27][C:28]2[CH:32]=[CH:31][N:30]([CH2:33][CH3:34])[N:29]=2)[N:16]=1>C(Cl)Cl.C([O-])(=O)C.C([O-])(=O)C.[Pd+2].C1(P(C2CCCCC2)C2C=CC=CC=2C2C(OC)=CC=C(S([O-])(=O)=O)C=2OC)CCCCC1.[Na+]>[CH:8]1([C:15]2[C:23]3[C:18](=[CH:19][CH:20]=[CH:21][C:22]=3[N+:24]([O-:26])=[O:25])[N:17]([CH2:27][C:28]3[CH:32]=[CH:31][N:30]([CH2:33][CH3:34])[N:29]=3)[N:16]=2)[CH2:10][CH2:9]1 |f:0.1,5.6.7,8.9|.